This data is from the Open Reaction Database (ORD), a public repository of structured organic reaction records. The task is: describe an organic reaction: reactants, conditions, products, and yield Starting materials: OC=C1C(OC2=CC=CC=C2C1=O)C1=CC=CC=C1 (3-hydroxymethylidene-flavanone), C(=O)(O)C1=CC=C(CN)C=C1 (4-carboxybenzylamine). Solvent: C(C)O (ethanol). Procedure: A mixture of 5 g 3-hydroxymethylidene-flavanone and 9 g 4-carboxybenzylamine in 50 ml dry ethanol is stirred under nitrogen and reflux for 30 minutes. After filtration and washing of the solid with warm ethanol, the filtrate is cooled with an ice bath. A yellow precipitate forms which is filtered, dried and recrystallized in toluene. Pure yellow crystalline 3-[N-(4-carboxybenzyl)amino]methylidene-flavanone is obtained; m.p. 195°-200° C. RXN SMILES: O[CH:2]=[C:3]1[C:12](=[O:13])[C:11]2[C:6](=[CH:7][CH:8]=[CH:9][CH:10]=2)[O:5][CH:4]1[C:14]1[CH:19]=[CH:18][CH:17]=[CH:16][CH:15]=1.[C:20]([C:23]1[CH:30]=[CH:29][C:26]([CH2:27][NH2:28])=[CH:25][CH:24]=1)([OH:22])=[O:21]>C(O)C>[C:20]([C:23]1[CH:30]=[CH:29][C:26]([CH2:27][NH:28][CH:2]=[C:3]2[C:12](=[O:13])[C:11]3[C:6](=[CH:7][CH:8]=[CH:9][CH:10]=3)[O:5][CH:4]2[C:14]2[CH:19]=[CH:18][CH:17]=[CH:16][CH:15]=2)=[CH:25][CH:24]=1)([OH:22])=[O:21]. The product is C(=O)(O)C1=CC=C(CNC=C2C(OC3=CC=CC=C3C2=O)C2=CC=CC=C2)C=C1 (3-[N-(4-carboxybenzyl)amino]methylidene-flavanone). The reactants are FC=1C=C(C=C(C1)C(F)(F)F)C1=CC(=C(C=C1)N1C(C=CC2=CC(=CC=C12)S(=O)(=O)OC1=C(C(=C(C(=C1F)F)F)F)F)=O)OC (Perfluorophenyl 1-(3′-fluoro-3-methoxy-5′-(trifluoromethyl)-[1,1′-biphenyl]-4-yl)-2-oxo-1,2-dihydroquinoline-6-sulfonate), N1=C(C=NC=C1)N (pyrazin-2-amine), CS(=O)C (DMSO), C[Si](C)(C)[N-][Si](C)(C)C.[Li+] (lithium bis(trimethylsilyl)amide). Run in C1CCOC1 (THF), C(C)(=O)OCC (ethyl acetate). Reaction conditions: time 15 minute. The product is FC=1C=C(C=C(C1)C(F)(F)F)C1=CC(=C(C=C1)N1C(C=CC2=CC(=CC=C12)S(=O)(=O)NC1=NC=CN=C1)=O)OC (1-(3′-fluoro-3-methoxy-5′-(trifluoromethyl)-[1,1′-biphenyl]-4-yl)-2-oxo-N-(pyrazin-2-yl)-1,2-dihydroquinoline-6-sulfonamide). The yield is 70.7%. Reaction SMILES: [N:1]1[CH:6]=[CH:5][N:4]=[CH:3][C:2]=1[NH2:7].CS(C)=O.[F:12][C:13]1[CH:14]=[C:15]([C:23]2[CH:28]=[CH:27][C:26]([N:29]3[C:38]4[C:33](=[CH:34][C:35]([S:39](OC5C(F)=C(F)C(F)=C(F)C=5F)(=[O:41])=[O:40])=[CH:36][CH:37]=4)[CH:32]=[CH:31][C:30]3=[O:54])=[C:25]([O:55][CH3:56])[CH:24]=2)[CH:16]=[C:17]([C:19]([F:22])([F:21])[F:20])[CH:18]=1.C[Si]([N-][Si](C)(C)C)(C)C.[Li+]>C(OCC)(=O)C.C1COCC1>[F:12][C:13]1[CH:14]=[C:15]([C:23]2[CH:28]=[CH:27][C:26]([N:29]3[C:38]4[C:33](=[CH:34][C:35]([S:39]([NH:7][C:2]5[CH:3]=[N:4][CH:5]=[CH:6][N:1]=5)(=[O:40])=[O:41])=[CH:36][CH:37]=4)[CH:32]=[CH:31][C:30]3=[O:54])=[C:25]([O:55][CH3:56])[CH:24]=2)[CH:16]=[C:17]([C:19]([F:20])([F:21])[F:22])[CH:18]=1 |f:3.4|. Reported procedure: A RBF was charged with pyrazin-2-amine (0.047 g, 0.493 mmol) and DMSO (0.948 ml) to give a solution. Perfluorophenyl 1-(3′-fluoro-3-methoxy-5′-(trifluoromethyl)-[1,1′-biphenyl]-4-yl)-2-oxo-1,2-dihydroquinoline-6-sulfonate (0.250 g, 0.379 mmol) and THF (2.84 ml) were added, and the mixture remained a solution. The flask was cooled in an ice-bath for 5 min, then lithium bis(trimethylsilyl)amide (1M in THF) (0.872 ml, 0.872 mmol) was added dropwise. The reaction was stirred for 15 minutes. The reac...